Dataset: the Open Reaction Database (ORD), a public repository of structured organic reaction records. Task: describe an organic reaction: reactants, conditions, products, and yield The reactants are COc1ccc(P2(=S)SP(=S)(c3ccc(OC)cc3)S2)cc1, CC(C)(C)OC(=O)C1CCC(=O)N1, c1ccccc1. Product: CC(C)(C)OC(=O)C1CCC(=S)N1. As a reaction SMILES: [CH3:14][O:15][c:16]1[cH:17][cH:18][c:19]([P:20]2(=[S:23])[S:21][P:22]([c:24]3[cH:25][cH:26][c:27]([O:28][CH3:29])[cH:30][cH:31]3)(=[S:32])[S:33]2)[cH:34][cH:35]1.[NH:1]1[CH:2]([C:7](=[O:8])[O:9][C:10]([CH3:11])([CH3:12])[CH3:13])[CH2:3][CH2:4][C:5]1=[O:6].[cH:36]1[cH:37][cH:38][cH:39][cH:40][cH:41]1>>[NH:1]1[CH:2]([C:7](=[O:8])[O:9][C:10]([CH3:11])([CH3:12])[CH3:13])[CH2:3][CH2:4][C:5]1=[S:23]. The reactants are O (Water), CON(C(CCC1=CC=C(C=C1)C(F)(F)F)=O)C (N-Methoxy-N-methyl-3-(4-trifluoromethyl-phenyl)-propionamide), C1(=CC(=CC=C1)[Mg]Br)C (m-Tolylmagnesiumbromid), Cl (HCl). Solvent: C(C)(=O)OCC (ethyl acetate), C1CCOC1 (THF). Reaction conditions: temperature 0 celsius, time 50 minute. The product is C1(=CC(=CC=C1)C(CCC1=CC=C(C=C1)C(F)(F)F)=O)C (1-m-Tolyl-3-(4-trifluoromethyl-phenyl)-propan-1-one). Isolated yield 82.1%. RXN SMILES: CON(C)[C:4](=[O:17])[CH2:5][CH2:6][C:7]1[CH:12]=[CH:11][C:10]([C:13]([F:16])([F:15])[F:14])=[CH:9][CH:8]=1.[C:19]1([CH3:27])[CH:24]=[CH:23][CH:22]=[C:21]([Mg]Br)[CH:20]=1.Cl.O>C1COCC1.C(OCC)(=O)C>[C:19]1([CH3:27])[CH:24]=[CH:23][CH:22]=[C:21]([C:4](=[O:17])[CH2:5][CH2:6][C:7]2[CH:12]=[CH:11][C:10]([C:13]([F:16])([F:15])[F:14])=[CH:9][CH:8]=2)[CH:20]=1. Procedure: To a solution of 0.4 g (1.5 mmol) N-Methoxy-N-methyl-3-(4-trifluoromethyl-phenyl)-propionamide in 7 mL THF under argon at 0° C., was added dropwise 3.062 ml (3.1 mmol) m-Tolylmagnesiumbromid (1M in THF). The reaction mixture was stirred for 15 minutes at 0° C. and at RT for 50 minutes, cooled to 0° C. and acidified with 1N HCl to pH 1-2. Water and ethyl acetate were added and the water phase was extracted twice with ethyl acetate. The organic phases were dried over Na2SO4, filtered and the solve... Starting materials: OB(O)c1cc(Br)cnc1F, CC(=O)O, CCOC(C)=O, CCO, OO. Yields the product Oc1cc(Br)cnc1F. Reaction SMILES: [Br:1][c:2]1[cH:3][c:4]([B:9]([OH:10])[OH:11])[c:5]([F:8])[n:6][cH:7]1.[CH3:12][C:13]([OH:14])=[O:15].[CH3:16][CH2:17][O:18][C:19](=[O:20])[CH3:21].[CH3:24][CH2:25][OH:26].[OH:22][OH:23]>>[Br:1][c:2]1[cH:3][c:4]([OH:14])[c:5]([F:8])[n:6][cH:7]1. As a reaction SMILES: [CH3:1][C:2]([CH3:5])([O-])[CH3:3].[Na+].I[C:8]1[CH:9]=[C:10]([Br:14])[CH:11]=[CH:12][CH:13]=1.[CH:15]1[C:27]2[NH:26][C:25]3[C:20](=[CH:21]C=[CH:23][CH:24]=3)[C:19]=2[CH:18]=[CH:17][CH:16]=1>C1C=CC(/C=C/C(/C=C/C2C=CC=CC=2)=O)=CC=1.C1C=CC(/C=C/C(/C=C/C2C=CC=CC=2)=O)=CC=1.C1C=CC(/C=C/C(/C=C/C2C=CC=CC=2)=O)=CC=1.[Pd].[Pd].C1C=CC(P(C2C=CC=CC=2)[C-]2C=CC=C2)=CC=1.C1C=CC(P(C2C=CC=CC=2)[C-]2C=CC=C2)=CC=1.[Fe+2]>[C:2]1([C:5]2[CH:23]=[CH:24][C:25]3[N:26]([C:8]4[CH:9]=[C:10]([Br:14])[CH:11]=[CH:12][CH:13]=4)[C:27]4[C:19]([C:20]=3[CH:21]=2)=[CH:18][C:17]([C:15]2[CH:27]=[CH:19][CH:18]=[CH:17][CH:16]=2)=[CH:16][CH:15]=4)[CH:3]=[CH:25][CH:20]=[CH:21][CH:1]=1 |f:0.1,4.5.6.7.8,9.10.11|. Yields the product C1(=CC=CC=C1)C=1C=CC=2N(C3=CC=C(C=C3C2C1)C1=CC=CC=C1)C=1C=C(C=CC1)Br (3-(3,6-diphenyl-9-carbazolyl)-bromobenzene). Reagents/catalysts: C=1C=CC(=CC1)/C=C/C(=O)/C=C/C2=CC=CC=C2.C=1C=CC(=CC1)/C=C/C(=O)/C=C/C2=CC=CC=C2.C=1C=CC(=CC1)/C=C/C(=O)/C=C/C2=CC=CC=C2.[Pd].[Pd] (Pd2DBA3), C1=CC=C(C=C1)P([C-]2C=CC=C2)C3=CC=CC=C3.C1=CC=C(C=C1)P([C-]2C=CC=C2)C3=CC=CC=C3.[Fe+2] (DPPF). Solvent: xylenes. Reactants: CC(C)([O-])C.[Na+] (sodium t-butoxide), IC=1C=C(C=CC1)Br (3-iodo-bromobenzene), C1=CC=CC=2C3=CC=CC=C3NC12 (carbazole). Reaction conditions: time 15 minute. Procedure: Mix together 0.4 g Pd2DBA3 and 0.4 g DPPF and 4.3 g sodium t-butoxide and dissolve into 200 mL xylenes in glove box. Stir 15 mins then add 25 g of 3-iodo-bromobenzene. Stir 15 mins then add 10 g carbazole and the mix brought to reflux. Reflux o/n. using an air condensor. Solution immediately is dark purple/brown but on reaching ˜80 C. it is dark reddish brown and cloudy. After heating close to reflux overnight, the solution is dark brown and clear. Evaporated outside the glove box in rotovap and... Starting materials: COc1cc2c(cc1OCc1ccccc1)CC(C)N(C(C)=O)C2, CCO, [Na+], [OH-]. Yields the product COc1cc2c(cc1OCc1ccccc1)CC(C)NC2. As a reaction SMILES: [CH2:1]([c:2]1[cH:3][cH:4][cH:5][cH:6][cH:7]1)[O:8][c:9]1[cH:10][c:11]2[c:16]([cH:17][c:18]1[O:19][CH3:20])[CH2:15][N:14]([C:21](=[O:22])[CH3:23])[CH:13]([CH3:24])[CH2:12]2.[CH3:27][CH2:28][OH:29].[Na+:26].[OH-:25]>>[CH2:1]([c:2]1[cH:3][cH:4][cH:5][cH:6][cH:7]1)[O:8][c:9]1[cH:10][c:11]2[c:16]([cH:17][c:18]1[O:19][CH3:20])[CH2:15][NH:14][CH:13]([CH3:24])[CH2:12]2. The reactants are C(CCC)[Li] (butyl lithium), C(CC)C1=C(C=CC=C1)Br (2-propylbromobenzene), Cl (hydrochloric acid), B(OC)(OC)OC (trimethyl borate). Run in O1CCCC1 (tetrahydrofuran), O (water). Run at temperature -70 celsius, time 1 hour. The product is C(CC)C1=C(C=CC=C1)B(O)O (2-Propylphenylboronic Acid). RXN SMILES: C([Li])CCC.[CH2:6]([C:9]1[CH:14]=[CH:13][CH:12]=[CH:11][C:10]=1Br)[CH2:7][CH3:8].[B:16](OC)([O:19]C)[O:17]C.Cl>O1CCCC1.O>[CH2:6]([C:9]1[CH:14]=[CH:13][CH:12]=[CH:11][C:10]=1[B:16]([OH:19])[OH:17])[CH2:7][CH3:8]. Procedure details: 15.5 mL of butyl lithium (1.6 mol/L solution in hexane) was placed in a reaction vessel, which was chilled in a dry ice-acetone bath. To this was added a solution of 4.412 g of 2-propylbromobenzene in 45 mL of tetrahydrofuran at −70° C. dropwise over 85 minutes under a nitrogen atmosphere. The mixture was stirred at −70° C. for 30 minutes, to which 3.75 mL of trimethyl borate was then added at −70° C. dropwise over 15 minutes. The mixture was stirred at −70° C. for one hour and then at room temp...